Dataset: the Open Reaction Database (ORD), a public repository of structured organic reaction records. Task: describe an organic reaction: reactants, conditions, products, and yield Reactants: C(C1=CC=CC=C1)OC=1C(=CC(=C(NC2=NC=NC3=CC(=C(C=C23)OC)OCCO)C1)F)C (4-(5-benzyloxy-2-fluoro-4-methylanilino)-7-(2-hydroxyethoxy)-6-methoxyquinazoline), [H][H] (hydrogen). Reagents/catalysts: [Pd] (palladium-on-charcoal). The solvent is C(C)(=O)OCC (ethyl acetate). Product: FC1=C(NC2=NC=NC3=CC(=C(C=C23)OC)OCCO)C=C(C(=C1)C)O (4-(2-fluoro-5-hydroxy-4-methylanilino)-7-(2-hydroxyethoxy)-6-methoxyquinazoline). Yield: 42.2%. Reaction SMILES: C([O:8][C:9]1[C:10]([CH3:33])=[CH:11][C:12]([F:32])=[C:13]([CH:31]=1)[NH:14][C:15]1[C:24]2[C:19](=[CH:20][C:21]([O:27][CH2:28][CH2:29][OH:30])=[C:22]([O:25][CH3:26])[CH:23]=2)[N:18]=[CH:17][N:16]=1)C1C=CC=CC=1.[H][H]>[Pd].C(OCC)(=O)C>[F:32][C:12]1[CH:11]=[C:10]([CH3:33])[C:9]([OH:8])=[CH:31][C:13]=1[NH:14][C:15]1[C:24]2[C:19](=[CH:20][C:21]([O:27][CH2:28][CH2:29][OH:30])=[C:22]([O:25][CH3:26])[CH:23]=2)[N:18]=[CH:17][N:16]=1. Reported procedure: A mixture of 4-(5-benzyloxy-2-fluoro-4-methylanilino)-7-(2-hydroxyethoxy)-6-methoxyquinazoline (150 mg, 0.33 mmol), (prepared as described for the starting material in Example 13), and 10% palladium-on-charcoal catalyst (20 mg) in ethyl acetate (8 ml) was stirred under 1 atmosphere of hydrogen at ambient temperature for 18 hours. The catalyst was removed by filtration through diatomaceous earth and most of the solvent removed by evaporation and hexane added to the residue. The resulting precipit... Reported procedure: The reaction procedure of Example 57 was followed except that 1.749 g (11.10 mmol) of 2-chloronicotinic acid, 15 ml of thionyl chloride, two droplets of DMF, 888 mg of ammonium thiocyanate, 15 ml of acetone, 1.32 g of N-methylcyclohexylamine and 10 ml of acetone were used. The resulting crude product was then recrystallized from ethanol to obtain 1.43 g of 2-(N-cyclohexyl-N-methylamino)-4H-pyrido[3,2-e]-1,3-thiazin-4-one. Solvent: CC(=O)C (acetone), CN(C)C=O (DMF), CC(=O)C (acetone). Starting materials: ClC1=C(C(=O)O)C=CC=N1 (2-chloronicotinic acid), CNC1CCCCC1 (N-methylcyclohexylamine), S(=O)(Cl)Cl (thionyl chloride), [S-]C#N.[NH4+] (ammonium thiocyanate). Product: C1(CCCCC1)N(C)C=1SC2=C(C(N1)=O)C=CC=N2 (2-(N-cyclohexyl-N-methylamino)-4H-pyrido[3,2-e]-1,3-thiazin-4-one). Reaction SMILES: Cl[C:2]1[N:10]=[CH:9][CH:8]=[CH:7][C:3]=1[C:4]([OH:6])=O.S(Cl)(Cl)=O.[S-:15][C:16]#[N:17].[NH4+].[CH3:19][NH:20][CH:21]1[CH2:26][CH2:25][CH2:24][CH2:23][CH2:22]1>CC(C)=O.CN(C=O)C>[CH:21]1([N:20]([C:16]2[S:15][C:2]3[N:10]=[CH:9][CH:8]=[CH:7][C:3]=3[C:4](=[O:6])[N:17]=2)[CH3:19])[CH2:26][CH2:25][CH2:24][CH2:23][CH2:22]1 |f:2.3|. Isolated yield 46.8%. Starting materials: COC1=CC=CC=C1OCCN(CC2=CC=CC=C2)CC(COC3=CC=CC4=C3C5=CC=CC=C5N4)O (N-Benzyl Carvedilol), C(C)(=O)OCC (ethyl acetate). Reagents/catalysts: [Pd] (palladium on carbon). The solvent is O (water). Reaction conditions: temperature 47.5 celsius, time 8 hour. The product is COC=1C=CC=CC1OCCNCC(COC=2C=CC=C3C2C=4C=CC=CC4N3)O (carvedilol). Isolated yield 83.4%. As a reaction SMILES: [CH3:1][O:2][C:3]1[C:8]([O:9][CH2:10][CH2:11][N:12]([CH2:20][CH:21]([OH:37])[CH2:22][O:23][C:24]2[C:29]3[C:30]4[C:35]([NH:36][C:28]=3[CH:27]=[CH:26][CH:25]=2)=[CH:34][CH:33]=[CH:32][CH:31]=4)CC2C=CC=CC=2)=[CH:7][CH:6]=[CH:5][CH:4]=1.C(OCC)(=O)C>[Pd].O>[CH3:1][O:2][C:3]1[CH:4]=[CH:5][CH:6]=[CH:7][C:8]=1[O:9][CH2:10][CH2:11][NH:12][CH2:20][CH:21]([OH:37])[CH2:22][O:23][C:24]1[CH:25]=[CH:26][CH:27]=[C:28]2[NH:36][C:35]3[CH:34]=[CH:33][CH:32]=[CH:31][C:30]=3[C:29]=12. Procedure details: Benzyl carvedilol (205 g) obtained in step 3 was charged to ethyl acetate (2400 ml) and water (240 ml). The contents were stirred and 10% palladium on carbon (20 g) was added at room temperature. Hydrogen gas was bubbled at room temperature. The temperature was raised to 45-50° C. and bubbling was continued for 8 hours. The reaction mass was filtered to remove the catalyst and the filtrate was concentrated to remove solvent (about 2 L). The contents were chilled to 15-20° C., filtered and washed... The reactants are CC1(C)NC(=O)OC12CCN(C(=O)OCc1ccccc1)C2, CO, [H][H]. Product: CC1(C)NC(=O)OC12CCNC2. As a reaction SMILES: [CH3:1][C:2]1([CH3:22])[NH:3][C:4](=[O:21])[O:5][C:6]12[CH2:7][N:8]([C:11]([O:12][CH2:13][c:14]1[cH:15][cH:16][cH:17][cH:18][cH:19]1)=[O:20])[CH2:9][CH2:10]2.[CH3:25][OH:26].[H:23][H:24]>>[CH3:1][C:2]1([CH3:22])[NH:3][C:4](=[O:21])[O:5][C:6]12[CH2:7][NH:8][CH2:9][CH2:10]2. Yields the product CC1=CC=C(C(=N1)C(=O)O)N1CCCC1 (6-methyl-3-(pyrrolidin-1-yl)picolinic acid). Run at temperature 90 celsius. Starting materials: CC1=CC=C(C(=N1)C#N)N1CCCC1 (6-methyl-3-(pyrrolidin-1-yl)picolinonitrile), [OH-].[K+] (KOH), CCO (EtOH), Cl (HCl), [OH-].[K+] (KOH). As a reaction SMILES: [CH3:1][C:2]1[N:7]=C(C#N)[C:5]([N:10]2[CH2:14][CH2:13][CH2:12][CH2:11]2)=[CH:4][CH:3]=1.[OH-:15].[K+].Cl.[CH3:18][CH2:19][OH:20]>>[CH3:1][C:2]1[N:7]=[C:18]([C:19]([OH:15])=[O:20])[C:5]([N:10]2[CH2:14][CH2:13][CH2:12][CH2:11]2)=[CH:4][CH:3]=1 |f:1.2|. Procedure: To the title compound of Step A (162 mg, 0.9 mmol) in EtOH (2.6 mL) was added 4M KOH (650 μL, 2.6 mmol). The reaction was then heated at 90° C. for 18 h. Additional 4M KOH (1.5 mL, 6 mmol) was added and heating continued overnight. The reaction was then cooled to rt, acidified with 1N HCl (aq), concentrated and used without further purification in the next step.